This data is from the Open Reaction Database (ORD), a public repository of structured organic reaction records. The task is: describe an organic reaction: reactants, conditions, products, and yield The reactants are FC=1C=NC=CC1C=1OC2=C(N1)C=C(C=C2)C(F)(F)F (2-(3-fluoropyridin-4-yl)-5-(trifluoromethyl)benzoxazole), C([O-])([O-])=O.[K+].[K+] (potassium carbonate), FC(CO)(C(F)(F)F)F (2,2,3,3,3-pentafluoropropanol). Run in O (water). Run at time 5.5 hour. Product: FC(COC=1C=NC=CC1C=1OC2=C(N1)C=C(C=C2)C(F)(F)F)(C(F)(F)F)F (2-[3-(2,2,3,3,3-pentafluoropropoxy)pyridin-4-yl]-5-(trifluoromethyl)benzoxazole). RXN SMILES: F[C:2]1[CH:3]=[N:4][CH:5]=[CH:6][C:7]=1[C:8]1[O:9][C:10]2[CH:16]=[CH:15][C:14]([C:17]([F:20])([F:19])[F:18])=[CH:13][C:11]=2[N:12]=1.C(=O)([O-])[O-].[K+].[K+].[F:27][C:28]([F:35])([C:31]([F:34])([F:33])[F:32])[CH2:29][OH:30]>O>[F:27][C:28]([F:35])([C:31]([F:34])([F:33])[F:32])[CH2:29][O:30][C:2]1[CH:3]=[N:4][CH:5]=[CH:6][C:7]=1[C:8]1[O:9][C:10]2[CH:16]=[CH:15][C:14]([C:17]([F:20])([F:19])[F:18])=[CH:13][C:11]=2[N:12]=1 |f:1.2.3|. Reported procedure: A mixture of 0.28 g of 2-(3-fluoropyridin-4-yl)-5-(trifluoromethyl)benzoxazole, 0.27 g of potassium carbonate and 3 ml of 2,2,3,3,3-pentafluoropropanol was heated to reflux while stirring for 5.5 hours. The reaction mixture was cooled to room temperature, and then water was added to the reaction mixture, followed by extraction with ethyl acetate twice. The combined organic layers were washed with a saturated sodium chloride solution, dried over anhydrous magnesium sulfate, and concentrated under...